describe an organic reaction: reactants, conditions, products, and yield From a dataset of the Open Reaction Database (ORD), a public repository of structured organic reaction records. Starting materials: O (water), O=C(OC(Cl)(Cl)Cl)Cl (diphosgene), NC1=C(C(=O)O)C=C(C=C1)N1CCN(CC1)CC1=CC=CC=C1 (2-amino-5-(4-benzylpiperazin-1-yl)benzoic acid). Solvent: O1CCOCC1 (dioxane). Product: C(C1=CC=CC=C1)N1CCN(CC1)C1=CC=C2C(C(=O)OC(N2)=O)=C1 (5-(4-benzylpiperazin-1-yl)isatoic anhydride). RXN SMILES: [NH2:1][C:2]1[CH:10]=[CH:9][C:8]([N:11]2[CH2:16][CH2:15][N:14]([CH2:17][C:18]3[CH:23]=[CH:22][CH:21]=[CH:20][CH:19]=3)[CH2:13][CH2:12]2)=[CH:7][C:3]=1[C:4]([OH:6])=[O:5].O.[O:25]=[C:26](Cl)OC(Cl)(Cl)Cl>O1CCOCC1>[CH2:17]([N:14]1[CH2:15][CH2:16][N:11]([C:8]2[CH:7]=[C:3]3[C:4]([O:6][C:26](=[O:25])[NH:1][C:2]3=[CH:10][CH:9]=2)=[O:5])[CH2:12][CH2:13]1)[C:18]1[CH:19]=[CH:20][CH:21]=[CH:22][CH:23]=1. Reported procedure: To the mixture of 15 g of 2-amino-5-(4-benzylpiperazin-1-yl)benzoic acid in 90 mL of dioxane, under stirring and external cold water cooling 12.7 mL of diphosgene is added dropwise. The mixture is heated under reflux conditions for 4 hours. From the cold reaction mixture the solid material is filtered off, washed with 120 mL of ether. The product is stirred for 5 minutes in the mixture of 100 mL of methanol and 10 mL of triethylamine, it is filtered off and washed with 50 mL of methanol. After d...